This data is from the Open Reaction Database (ORD), a public repository of structured organic reaction records. The task is: describe an organic reaction: reactants, conditions, products, and yield The reactants are Cl.ClC1=C(C=CC=C1)CNCCC=1SC=CC1 (N-[(2-chlorophenyl-methyl)]-2-(2-thienyl)ethylamine HCl), O1COCCC1 (1,3-Dioxane), Cl (hydrochloric acid). Run in C(C)(C)O (iso-propanol). Run at temperature 80 celsius. Product: C=1C=CC(=C(C1)CN2CCC3=C(C=CS3)C2)Cl.Cl (Ticlopidine hydrochloride). Isolated yield 82.0%. As a reaction SMILES: [ClH:1].[Cl:2][C:3]1[CH:8]=[CH:7][CH:6]=[CH:5][C:4]=1[CH2:9][NH:10][CH2:11][CH2:12][C:13]1[S:14][CH:15]=[CH:16][CH:17]=1.O1CCCO[CH2:19]1.Cl>C(O)(C)C>[CH:6]1[CH:7]=[CH:8][C:3]([Cl:2])=[C:4]([CH2:9][N:10]2[CH2:19][C:17]3[CH:16]=[CH:15][S:14][C:13]=3[CH2:12][CH2:11]2)[CH:5]=1.[ClH:1] |f:0.1,5.6|. Reported procedure: N-[(2-chlorophenyl-methyl)]-2-(2-thienyl)ethylamine HCl (28.8 g) is suspended in 75 ml of iso-propanol. 1,3-Dioxane (13.2 g) and 0.25 ml of hydrochloric acid (37% concentration) are added. The reaction mixture is heated to 80° C. for 24 hours. Thereafter, the mixture is cooled to 10° C. and the precipitate is filtered and washed twice with 10 ml of frozen iso-propanol. The product is desiccated at 60° C. UV to yield 24.6 g (82%) Ticlopidine hydrochloride with chemical-physical characteristics as... The reactants are [Br-], CC#N, [Li+], [NH4+], O=[N+]([O-])[O-], c1ccc2c(c1)OCO2, O. Product: Brc1ccc2c(c1)OCO2. RXN SMILES: [Br-:7].[CH3:17][C:18]#[N:19].[Li+:6].[NH4+:1].[O-:2][N+:3](=[O:4])[O-:5].[O:8]1[CH2:9][O:10][c:11]2[c:12]1[cH:13][cH:14][cH:15][cH:16]2.[OH2:20]>>[Br:7][c:15]1[cH:14][cH:13][c:12]2[c:11]([cH:16]1)[O:10][CH2:9][O:8]2. The reactants are BrC1=CC(=C(C=C1)C(C(C(F)(F)F)(O)C1=CC2=C(N(C(N2C)=O)C)C=C1)C)Cl (5-[2-(4-Bromo-2-chloro-phenyl)-1-hydroxy-1-trifluoromethyl-propyl]-1,3-dimethyl-1,3-dihydro-benzoimidazol-2-one), C(=O)([O-])[O-].[Cs+].[Cs+] (Cs2CO3), C(#N)CC1=CC=C(C=C1)B(O)O ((4-cyanomethylphenyl)boronic acid), O (water). Reagents/catalysts: C1=CC=C(C=C1)P([C-]2C=CC=C2)C3=CC=CC=C3.C1=CC=C(C=C1)P([C-]2C=CC=C2)C3=CC=CC=C3.Cl[Pd]Cl.[Fe+2] (dichloro[1,1′-bis(diphenylphosphino)ferrocene]palladium(II)). The solvent is O1CCOCC1 (dioxane), C(=O)O (HCOOH). Product: ClC=1C=C(C=CC1C(C(C(F)(F)F)(O)C1=CC2=C(N(C(N2C)=O)C)C=C1)C)C1=CC=C(C=C1)CC#N ({3′-Chloro-4′-[2-(1,3-dimethyl-2-oxo-2,3-dihydro-1H-benzoimidazol-5-yl)-3,3,3-trifluoro-2-hydroxy-1-methyl-propyl]-biphenyl-4-yl}-acetonitrile). RXN SMILES: Br[C:2]1[CH:7]=[CH:6][C:5]([CH:8]([CH3:27])[C:9]([C:15]2[CH:26]=[CH:25][C:18]3[N:19]([CH3:24])[C:20](=[O:23])[N:21]([CH3:22])[C:17]=3[CH:16]=2)([OH:14])[C:10]([F:13])([F:12])[F:11])=[C:4]([Cl:28])[CH:3]=1.C([O-])([O-])=O.[Cs+].[Cs+].[C:35]([CH2:37][C:38]1[CH:43]=[CH:42][C:41](B(O)O)=[CH:40][CH:39]=1)#[N:36].O>O1CCOCC1.C1C=CC(P(C2C=CC=CC=2)[C-]2C=CC=C2)=CC=1.C1C=CC(P(C2C=CC=CC=2)[C-]2C=CC=C2)=CC=1.Cl[Pd]Cl.[Fe+2].C(O)=O>[Cl:28][C:4]1[CH:3]=[C:2]([C:41]2[CH:42]=[CH:43][C:38]([CH2:37][C:35]#[N:36])=[CH:39][CH:40]=2)[CH:7]=[CH:6][C:5]=1[CH:8]([CH3:27])[C:9]([C:15]1[CH:26]=[CH:25][C:18]2[N:19]([CH3:24])[C:20](=[O:23])[N:21]([CH3:22])[C:17]=2[CH:16]=1)([OH:14])[C:10]([F:13])([F:12])[F:11] |f:1.2.3,7.8.9.10|. Procedure: A mixture of 5-[2-(4-bromo-2-chloro-phenyl)-1-hydroxy-1-trifluoromethyl-propyl]-1,3-dimethyl-1,3-dihydro-benzoimidazol-2-one (Example 73 step 6, 40 mg), dichloro[1,1′-bis(diphenylphosphino)ferrocene]palladium(II) (10 mg), Cs2CO3 (84 mg) and (4-cyanomethylphenyl)boronic acid (CAS Reg. No. 91983-26-5, 27 mg) in dioxane (1 ml) and water (0.1 ml) was heated at 80° C. for 20 min in a sealed tube. The mixture was acidified with HCOOH and then purified by prep. HPLC (C18-column, solvent gradient 30-98%... Starting materials: O=C(Oc2ccc1ccccc1c2)C(F)(F)F (substrate), c4ccc(B3OB(c1ccccc1)OB(c2ccccc2)O3)cc4 (effective_coupling_partner). The reagents and catalysts are PCy3. Reaction conditions: temperature 110 celsius, time 12 hour. Product: c3ccc(c2ccc1ccccc1c2)cc3. Product: C1OC=2C=C(C=CC2O1)C1N(CCC=2C3=CC=CC=C3NC12)C(\C=C\C1=CC=C(C=C1)CO)=O ((E)-1-[1-(3,4-Methylenedioxyphenyl)-1,3,4,9-tetrahydro-β-carbolin-2-yl]-3-(4-hydroxymethylphenyl)-propene-1-one). The reactants are C1OC=2C=C(C=CC2O1)C1N(CCC=2C3=CC=CC=C3NC12)C(\C=C\C1=CC=C(C=C1)C=O)=O ((E)-1-[1-(3,4-Methylenedioxyphenyl)-1,3,4,9-tetrahydro-β-carbolin-2-yl]-3-(4-formylphenyl)propene-1-one), [BH4-].[Na+] (NaBH4). The yield is 67.0%. Procedure details: This product was prepared by stirring a solution of Example 23 (0.3 g, 0.66 mmol) in 40 mL of MeOH with NaBH4 (0.1 g, 4 equiv.) at rt for two hours. Evaporation of the solvent gave a residue which was dissolved in DCM (100 mL) and washed twice with water (50 mL). Extraction with DCM, drying over MgSO4 and evaporation in vacuo gave the title compound (0.2 g, 67%) as white crystals after recrystallization from EtOH. MP: 206° C. Solvent: C(Cl)Cl (DCM), CO (MeOH). RXN SMILES: [CH2:1]1[O:9][C:8]2[CH:7]=[CH:6][C:5]([CH:10]3[C:22]4[NH:21][C:20]5[C:15](=[CH:16][CH:17]=[CH:18][CH:19]=5)[C:14]=4[CH2:13][CH2:12][N:11]3[C:23](=[O:34])/[CH:24]=[CH:25]/[C:26]3[CH:31]=[CH:30][C:29]([CH:32]=[O:33])=[CH:28][CH:27]=3)=[CH:4][C:3]=2[O:2]1.[BH4-].[Na+]>CO.C(Cl)Cl>[CH2:1]1[O:9][C:8]2[CH:7]=[CH:6][C:5]([CH:10]3[C:22]4[NH:21][C:20]5[C:15](=[CH:16][CH:17]=[CH:18][CH:19]=5)[C:14]=4[CH2:13][CH2:12][N:11]3[C:23](=[O:34])/[CH:24]=[CH:25]/[C:26]3[CH:27]=[CH:28][C:29]([CH2:32][OH:33])=[CH:30][CH:31]=3)=[CH:4][C:3]=2[O:2]1 |f:1.2|. Starting materials: B, C=C(C)c1ccc(CC(=O)NC(C)c2ccc(OCC(F)(F)F)cn2)cc1, C1CCOC1, ClCCl, [Na+], C1CCOC1, [OH-], O, OO. The product is CC(CO)c1ccc(CC(=O)NC(C)c2ccc(OCC(F)(F)F)cn2)cc1. Reaction SMILES: [BH3:33].[C:1](=[CH2:2])([CH3:3])[c:4]1[cH:5][cH:6][c:7]([CH2:10][C:11](=[O:12])[NH:13][CH:14]([CH3:15])[c:16]2[n:17][cH:18][c:19]([O:22][CH2:23][C:24]([F:25])([F:26])[F:27])[cH:20][cH:21]2)[cH:8][cH:9]1.[CH2:42]1[O:43][CH2:44][CH2:45][CH2:46]1.[Cl:38][CH2:39][Cl:40].[Na+:35].[O:28]1[CH2:29][CH2:30][CH2:31][CH2:32]1.[OH-:34].[OH2:41].[OH:36][OH:37]>>[CH:1]([CH2:2][OH:28])([CH3:3])[c:4]1[cH:5][cH:6][c:7]([CH2:10][C:11](=[O:12])[NH:13][CH:14]([CH3:15])[c:16]2[n:17][cH:18][c:19]([O:22][CH2:23][C:24]([F:25])([F:26])[F:27])[cH:20][cH:21]2)[cH:8][cH:9]1. The reactants are CCOC(=O)CBr, COC(CNS(=O)(=O)c1ccc2cc(Cl)ccc2c1)OC, [H-], [Na+], CN(C)C=O, C1CCOC1. Product: CCOC(=O)CN(CC(OC)OC)S(=O)(=O)c1ccc2cc(Cl)ccc2c1. As a reaction SMILES: [Br:24][CH2:25][C:26](=[O:27])[O:28][CH2:29][CH3:30].[CH3:1][O:2][CH:3]([CH2:4][NH:5][S:6](=[O:7])(=[O:8])[c:9]1[cH:10][c:11]2[cH:12][cH:13][c:14]([Cl:19])[cH:15][c:16]2[cH:17][cH:18]1)[O:20][CH3:21].[H-:22].[Na+:23].[O:31]=[CH:32][N:33]([CH3:34])[CH3:35].[O:36]1[CH2:37][CH2:38][CH2:39][CH2:40]1>>[CH3:1][O:2][CH:3]([CH2:4][N:5]([S:6](=[O:7])(=[O:8])[c:9]1[cH:10][c:11]2[cH:12][cH:13][c:14]([Cl:19])[cH:15][c:16]2[cH:17][cH:18]1)[CH2:25][C:26](=[O:27])[O:28][CH2:29][CH3:30])[O:20][CH3:21]. The reactants are Cn1c(C=O)cnc1[N+](=O)[O-], CC[O-], CCO, Cl, [Na+], CCc1cnc(N)n1CCO. Product: CCc1cnc(N=Cc2cnc([N+](=O)[O-])n2C)n1CCO. As a reaction SMILES: [CH3:1][n:2]1[c:3]([N+:9](=[O:10])[O-:11])[n:4][cH:5][c:6]1[CH:7]=[O:8].[CH3:25][CH2:26][O-:27].[CH3:28][CH2:29][OH:30].[ClH:12].[Na+:24].[OH:13][CH2:14][CH2:15][n:16]1[c:17]([NH2:23])[n:18][cH:19][c:20]1[CH2:21][CH3:22]>>[CH3:1][n:2]1[c:3]([N+:9](=[O:10])[O-:11])[n:4][cH:5][c:6]1[CH:7]=[N:23][c:17]1[n:16]([CH2:15][CH2:14][OH:13])[c:20]([CH2:21][CH3:22])[cH:19][n:18]1.